From a dataset of the Open Reaction Database (ORD), a public repository of structured organic reaction records. describe an organic reaction: reactants, conditions, products, and yield Reaction SMILES: [CH:1]1([C:4]([C:6]2[CH:7]=[N:8][C:9]3[C:14]([C:15]=2[NH:16][C:17]2[CH:18]=[CH:19][C:20]([N:23]4[CH2:28][CH2:27][CH2:26][C@@H:25]([NH:29]C(=O)OC(C)(C)C)[CH2:24]4)=[N:21][CH:22]=2)=[N:13][C:12]([C:37]2[CH:42]=[C:41]([F:43])[C:40]([OH:44])=[C:39]([Cl:45])[CH:38]=2)=[CH:11][CH:10]=3)=[O:5])[CH2:3][CH2:2]1.C(O)(C(F)(F)F)=O.FC(F)(F)C([O-])=O>>[NH2:29][C@@H:25]1[CH2:26][CH2:27][CH2:28][N:23]([C:20]2[N:21]=[CH:22][C:17]([NH:16][C:15]3[C:14]4[C:9](=[CH:10][CH:11]=[C:12]([C:37]5[CH:42]=[C:41]([F:43])[C:40]([OH:44])=[C:39]([Cl:45])[CH:38]=5)[N:13]=4)[N:8]=[CH:7][C:6]=3[C:4]([CH:1]3[CH2:3][CH2:2]3)=[O:5])=[CH:18][CH:19]=2)[CH2:24]1. Procedure: Following general procedure IV-2, (R)-tert-butyl [1-(5-{[3-(cyclopropanecarbonyl)-6-(3-chloro-5-fluoro-4-hydroxyphenyl)-1,5-naphthyridin-4-yl)amino)pyridin-2-yl)piperidin-3-yl)carbamate (0.98 g, 0.16 mmol) was reacted with TFA (2 mL). The resulting trifluoroacetate salt of the product was converted to the free base to afford the desired product (58 mg, 71%) as an orange solid: 1H NMR (500 MHz, CD3OD) δ 9.18 (s, 1H), 8.09 (d, J=9.0 Hz, 1H), 8.04 (d, J=9.0 Hz, 1H), 7.97 (d, J=2.0 Hz, 1H), 7.37 (dd... Yields the product N[C@H]1CN(CCC1)C1=CC=C(C=N1)NC1=C(C=NC2=CC=C(N=C12)C1=CC(=C(C(=C1)F)O)Cl)C(=O)C1CC1 ((R)-(4-{[6-(3-aminopiperidin-1-yl)pyridin-3-yl]amino}-6-(3-chloro-5-fluoro-4-hydroxyphenyl)-1,5-naphthyridin-3-yl)(cyclopropyl)methanone). The reactants are C1(CC1)C(=O)C=1C=NC2=CC=C(N=C2C1NC=1C=CC(=NC1)N1C[C@@H](CCC1)NC(OC(C)(C)C)=O)C1=CC(=C(C(=C1)F)O)Cl ((R)-tert-butyl [1-(5-{[3-(cyclopropanecarbonyl)-6-(3-chloro-5-fluoro-4-hydroxyphenyl)-1,5-naphthyridin-4-yl)amino)pyridin-2-yl)piperidin-3-yl)carbamate), C(=O)(C(F)(F)F)O (TFA), FC(C(=O)[O-])(F)F (trifluoroacetate). The yield is 68.0%. RXN SMILES: Cl[C:2]1[CH:7]=[C:6]([CH3:8])[N:5]=[C:4]([C:9]2[CH:14]=[CH:13][CH:12]=[CH:11][CH:10]=2)[N:3]=1.[NH2:15][CH2:16][C:17]([N:19]([CH3:26])[C:20]1[CH:25]=[CH:24][CH:23]=[CH:22][CH:21]=1)=[O:18].ClC1C(C)=C(C)N=C(C2C=CC=CC=2)N=1.NCC(N(CCC)CCC)=O>>[CH3:8][C:6]1[N:5]=[C:4]([C:9]2[CH:14]=[CH:13][CH:12]=[CH:11][CH:10]=2)[N:3]=[C:2]([NH:15][CH2:16][C:17]([N:19]([CH3:26])[C:20]2[CH:25]=[CH:24][CH:23]=[CH:22][CH:21]=2)=[O:18])[CH:7]=1. Procedure: The same procedures as Example 1 are repeated except that 4-chloro-6-methyl-2-phenylpyrimidine and 2-amino-N-methyl-N-phenylacetamide are used instead of 4-chloro-5,6-dimethyl-2-phenylpyrimidine and 2-amino-N,N-dipropylacetamide, respectively. The product thus obtained is recrystallized from isopropanol to give the desired compound, m.p. 134-136° C. The product is CC1=CC(=NC(=N1)C1=CC=CC=C1)NCC(=O)N(C1=CC=CC=C1)C (2-(6-methyl-2-phenyl-4-pyrimidinylamino)-N-methyl-N-phenylacetamide). Starting materials: ClC1=NC(=NC(=C1)C)C1=CC=CC=C1 (4-chloro-6-methyl-2-phenylpyrimidine), NCC(=O)N(CCC)CCC (2-amino-N,N-dipropylacetamide), NCC(=O)N(C1=CC=CC=C1)C (2-amino-N-methyl-N-phenylacetamide), ClC1=NC(=NC(=C1C)C)C1=CC=CC=C1 (4-chloro-5,6-dimethyl-2-phenylpyrimidine). Starting materials: BrCCCCCc1ccccc1, O=C([O-])[O-], COC(=O)c1ccc(CC(C=Cc2ccccc2O)CCc2ccc(C#N)cc2)cc1, CC#N, [K+], [K+]. Product: COC(=O)c1ccc(CC(C=Cc2ccccc2OCCCCCc2ccccc2)CCc2ccc(C#N)cc2)cc1. Reaction SMILES: [Br:1][CH2:2][CH2:3][CH2:4][CH2:5][CH2:6][c:7]1[cH:8][cH:9][cH:10][cH:11][cH:12]1.[C:13](=[O:14])([O-:15])[O-:16].[C:19](#[N:20])[c:21]1[cH:22][cH:23][c:24]([CH2:27][CH2:28][CH:29]([CH2:30][c:31]2[cH:32][cH:33][c:34]([C:35](=[O:36])[O:37][CH3:38])[cH:39][cH:40]2)[CH:41]=[CH:42][c:43]2[c:44]([OH:49])[cH:45][cH:46][cH:47][cH:48]2)[cH:25][cH:26]1.[CH3:50][C:51]#[N:52].[K+:17].[K+:18]>>[CH2:2]([CH2:3][CH2:4][CH2:5][CH2:6][c:7]1[cH:8][cH:9][cH:10][cH:11][cH:12]1)[O:49][c:44]1[c:43]([CH:42]=[CH:41][CH:29]([CH2:28][CH2:27][c:24]2[cH:23][cH:22][c:21]([C:19]#[N:20])[cH:26][cH:25]2)[CH2:30][c:31]2[cH:32][cH:33][c:34]([C:35](=[O:36])[O:37][CH3:38])[cH:39][cH:40]2)[cH:48][cH:47][cH:46][cH:45]1. Starting materials: [OH-].[Na+] (Sodium hydroxide), OCC1(CCC1)C(=O)OCC (ethyl 1-hydroxymethylcyclobutanecarboxylate), O (water). The solvent is C(C)O (ethanol). Conditions: time 8 hour. The product is C(C)(=O)OCC1(CCC1)C(=O)O (1-Acetoxymethylcyclobutanecarboxylic Acid). Reaction SMILES: [OH-:1].[Na+].[OH:3][CH2:4][C:5]1([C:9]([O:11][CH2:12][CH3:13])=O)[CH2:8][CH2:7][CH2:6]1.[OH2:14]>C(O)C>[C:12]([O:11][CH2:9][C:5]1([C:4]([OH:14])=[O:3])[CH2:8][CH2:7][CH2:6]1)(=[O:1])[CH3:13] |f:0.1|. Procedure: Sodium hydroxide pellets (1.48 g, 37 mmol) was added to a stirred mixture of ethyl 1-hydroxymethylcyclobutanecarboxylate (4.14 g, 26.1 mmol), water (4 ml) and 95% ethanol (20 ml). The resulting mixture was stirred at room temperature overnight, then concentrated on a roatry evaporator. The residue was treated with toluene (100 ml). Evaporation of this mixture gave a flaky resiude which was further dried under high vacuum. The final residue was treated with pyridine (25 ml) and acetic anhydride (...